Task: describe an organic reaction: reactants, conditions, products, and yield. Dataset: the Open Reaction Database (ORD), a public repository of structured organic reaction records The reactants are CNCc1ccccc1, NC(N)=O. Yields the product CN(Cc1ccccc1)C(N)=O. Reaction SMILES: [CH3:1][NH:2][CH2:3][c:4]1[cH:5][cH:6][cH:7][cH:8][cH:9]1.[NH2:10][C:11]([NH2:12])=[O:13]>>[CH3:1][N:2]([CH2:3][c:4]1[cH:5][cH:6][cH:7][cH:8][cH:9]1)[C:11]([NH2:10])=[O:13]. Reactants: CC1(C)C(=O)N(Br)C(=O)N1Br, O=C([O-])O, CC(CCCC(C)(O)CO)C1CCC2C3CC=C4CC(O)CC(O)C4(C)C3CCC12C, CCCCCC, [Na+]. Product: CC(CCCC(C)(O)CO)C1CCC2C3C(Br)C=C4CC(O)CC(O)C4(C)C3CCC12C. Reaction SMILES: [Br:37][N:38]1[C:39]([CH3:40])([CH3:41])[C:42](=[O:43])[N:44]([Br:45])[C:46]1=[O:47].[C:32](=[O:33])([OH:34])[O-:35].[CH2:1]([C:2]([CH3:3])([CH2:4][CH2:5][CH2:6][CH:7]([CH3:8])[CH:9]1[CH2:10][CH2:11][CH:12]2[CH:13]3[CH2:14][CH:15]=[C:16]4[CH2:17][CH:18]([OH:29])[CH2:19][CH:20]([OH:28])[C:21]4([CH3:22])[CH:23]3[CH2:24][CH2:25][C:26]12[CH3:27])[OH:30])[OH:31].[CH3:48][CH2:49][CH2:50][CH2:51][CH2:52][CH3:53].[Na+:36]>>[CH2:1]([C:2]([CH3:3])([CH2:4][CH2:5][CH2:6][CH:7]([CH3:8])[CH:9]1[CH2:10][CH2:11][CH:12]2[CH:13]3[CH:14]([Br:37])[CH:15]=[C:16]4[CH2:17][CH:18]([OH:29])[CH2:19][CH:20]([OH:28])[C:21]4([CH3:22])[CH:23]3[CH2:24][CH2:25][C:26]12[CH3:27])[OH:30])[OH:31]. Reactants: C1(CCC1)C(=O)C1=C(C=C(C=C1)O)F (Cyclobutyl(2-fluoro-4-hydroxyphenyl)methanone), C(C)(=O)[O-].[Na+] (sodium acetate), Cl.Cl.C(C1=CC=CC=C1)NN (benzylhydrazine-dihydrochloride). The solvent is C=1(C(=CC=CC1)C)C (xylene). Conditions: time 8 hour. Yields the product C(C1=CC=CC=C1)N1N=C(C2=CC=C(C=C12)O)C1CCC1 (1-Benzyl-3-cyclobutylindazol-6-ol). As a reaction SMILES: [CH:1]1([C:5]([C:7]2[CH:12]=[CH:11][C:10]([OH:13])=[CH:9][C:8]=2F)=O)[CH2:4][CH2:3][CH2:2]1.C([O-])(=O)C.[Na+].Cl.Cl.[CH2:22]([NH:29][NH2:30])[C:23]1[CH:28]=[CH:27][CH:26]=[CH:25][CH:24]=1>C1(C)C(C)=CC=CC=1>[CH2:22]([N:29]1[C:8]2[C:7](=[CH:12][CH:11]=[C:10]([OH:13])[CH:9]=2)[C:5]([CH:1]2[CH2:4][CH2:3][CH2:2]2)=[N:30]1)[C:23]1[CH:28]=[CH:27][CH:26]=[CH:25][CH:24]=1 |f:1.2,3.4.5|. Procedure: Cyclobutyl(2-fluoro-4-hydroxyphenyl)methanone (6.967 g) which can be prepared according to the method described in Reference example 9, etc., sodium acetate (14.16 g; manufactured by Kanto Chemical Co., Inc.), and benzylhydrazine-dihydrochloride (10.55 g; manufactured by Sigma-Aldrich Co.) were suspended in xylene (85 mL; manufactured by Wako Pure Chemical Industries, Ltd.). By using a dean-stark apparatus, the mixture was stirred overnight at reflux. After cooling to room temperature, solid obt... Starting materials: N(N)C1=NC=C(C=C1)S(=O)(=O)C (2-hydrazino-5-(methylsulfonyl)pyridine), FC(C(CC(=O)C1=C(C=C(C=C1)Cl)Cl)=O)(F)F (4,4,4-trifluoro-1-(2,4-dichlorophenyl)-1,3-butanedione), S(O)(O)(=O)=O (sulfuric acid). Run in C(C(F)(F)F)O (trifluoroethanol). Product: ClC1=C(C=CC(=C1)Cl)C1=CC(=NN1C1=NC=C(C=C1)S(=O)(=O)C)C(F)(F)F (2-[5-(2,4-Dichloro-phenyl)-3-trifluoromethyl-pyrazol-1-yl]-5-methanesulfonyl-pyridine). Isolated yield 8.3%. RXN SMILES: [NH:1]([C:3]1[CH:8]=[CH:7][C:6]([S:9]([CH3:12])(=[O:11])=[O:10])=[CH:5][N:4]=1)[NH2:2].[F:13][C:14]([F:29])([F:28])[C:15](=O)[CH2:16][C:17]([C:19]1[CH:24]=[CH:23][C:22]([Cl:25])=[CH:21][C:20]=1[Cl:26])=O.S(=O)(=O)(O)O>C(O)C(F)(F)F>[Cl:26][C:20]1[CH:21]=[C:22]([Cl:25])[CH:23]=[CH:24][C:19]=1[C:17]1[N:1]([C:3]2[CH:8]=[CH:7][C:6]([S:9]([CH3:12])(=[O:10])=[O:11])=[CH:5][N:4]=2)[N:2]=[C:15]([C:14]([F:29])([F:13])[F:28])[CH:16]=1. Reported procedure: To a mixture of the 2-hydrazino-5-(methylsulfonyl)pyridine (106 mg, 4.05 mmol) and 4,4,4-trifluoro-1-(2,4-dichlorophenyl)-1,3-butanedione (105 mg, 3.68 mmol) in dry trifluoroethanol (6 ml) was added a catalytic amount of concentrated sulfuric acid (about 0.25 ml) and the mixture was refluxed overnight. The reaction mixture was cooled to room temperature, concentrated, and diluted with water (25 ml) and neutralized with saturated NaHCO3 to pH about 7 and then extracted with EtOAc (50ml×3). The or... Starting materials: CC(C)(C)O, C1CCOC1, [O-][I+3]([O-])([O-])[O-], [Na+], O, C=Cc1ccc2nc(C(=O)Nc3ccccc3)cn2c1. The product is O=Cc1ccc2nc(C(=O)Nc3ccccc3)cn2c1. RXN SMILES: [C:27]([OH:28])([CH3:29])([CH3:30])[CH3:31].[CH2:33]1[O:34][CH2:35][CH2:36][CH2:37]1.[I+3:21]([O-:22])([O-:23])([O-:24])[O-:25].[Na+:26].[OH2:32].[c:1]1([NH:7][C:8](=[O:9])[c:10]2[n:11][c:12]3[n:13]([cH:14][c:15]([CH:18]=[CH2:19])[cH:16][cH:17]3)[cH:20]2)[cH:2][cH:3][cH:4][cH:5][cH:6]1>>[c:1]1([NH:7][C:8](=[O:9])[c:10]2[n:11][c:12]3[n:13]([cH:14][c:15]([CH:18]=[O:22])[cH:16][cH:17]3)[cH:20]2)[cH:2][cH:3][cH:4][cH:5][cH:6]1.